From a dataset of the Open Reaction Database (ORD), a public repository of structured organic reaction records. describe an organic reaction: reactants, conditions, products, and yield Reactants: CC=1N(C(=CC1)C)[C@@H]1C=C[C@@](C1)(C(=O)OC)C(C)C (methyl (1S,4S)-4-(2,5dimethyl-1H-pyrrol-1-yl)-1-isopropylcyclopent-2-ene-1-carboxylate), [OH-].[Na+] (NaOH). The solvent is CO (MeOH). The product is CC=1N(C(=CC1)C)[C@@H]1C=C[C@@](C1)(C(=O)O)C(C)C ((1S,4S)-4-(2,5-dimethyl-1H-pyrrol-1-yl)-1-isopropylcyclopent-2-ene-1-carboxylic acid). Reaction SMILES: [CH3:1][C:2]1[N:3]([C@H:8]2[CH2:12][C@@:11]([CH:17]([CH3:19])[CH3:18])([C:13]([O:15]C)=[O:14])[CH:10]=[CH:9]2)[C:4]([CH3:7])=[CH:5][CH:6]=1.[OH-].[Na+]>CO>[CH3:7][C:4]1[N:3]([C@H:8]2[CH2:12][C@@:11]([CH:17]([CH3:19])[CH3:18])([C:13]([OH:15])=[O:14])[CH:10]=[CH:9]2)[C:2]([CH3:1])=[CH:6][CH:5]=1 |f:1.2|. Procedure: reacting said methyl (1S,4S)-4-(2,5dimethyl-1H-pyrrol-1-yl)-1-isopropylcyclopent-2-ene-1-carboxylate with NaOH and MeOH to form (1S,4S)-4-(2,5-dimethyl-1H-pyrrol-1-yl)-1-isopropylcyclopent-2-ene-1-carboxylic acid. Starting materials: C1(=CC=CC=C1)C=CCC1CCCCC(N1)=O (hexahydro-7-(3-phenyl-2-propenyl)-2H-azepin-2-one), 3A, F[B-](F)(F)F.C[O+](C)C (trimethyloxonium tetrafluoroborate). The solvent is C(Cl)Cl (CH2Cl2). Product: COC=1CCCCC(N1)CC=CC1=CC=CC=C1 (3,4,5,6-tetrahydro-7-methoxy-2-(3-phenyl-2-propenyl)-2H-azepine). Isolated yield 99.0%. RXN SMILES: [C:1]1([CH:7]=[CH:8][CH2:9][CH:10]2[NH:16][C:15](=[O:17])[CH2:14][CH2:13][CH2:12][CH2:11]2)[CH:6]=[CH:5][CH:4]=[CH:3][CH:2]=1.F[B-](F)(F)F.[CH3:23][O+](C)C>C(Cl)Cl>[CH3:23][O:17][C:15]1[CH2:14][CH2:13][CH2:12][CH2:11][CH:10]([CH2:9][CH:8]=[CH:7][C:1]2[CH:2]=[CH:3][CH:4]=[CH:5][CH:6]=2)[N:16]=1 |f:1.2|. Procedure details: The title material of Example 32 (0.50 g, 2.2 mmol) in CH2Cl2 (15 mL) and in the presence of 3A molecular sieves (1.0 g) was reacted with trimethyloxonium tetrafluoroborate (0.39 g, 2.6 mmol) by the method of Example 3 to produce 0.53 g (99%) of the title material. Starting materials: CC(C)(C)OC(=O)NCc1ncc(CO)s1, CC(=O)O, ClCCl, c1ccncc1. Yields the product CC(=O)OCc1cnc(CNC(=O)OC(C)(C)C)s1. RXN SMILES: [C:8]([CH3:9])([CH3:10])([CH3:11])[O:12][C:13](=[O:14])[NH:15][CH2:16][c:17]1[s:18][c:19]([CH2:22][OH:23])[cH:20][n:21]1.[CH3:1][C:2]([OH:3])=[O:4].[Cl:5][CH2:6][Cl:7].[cH:24]1[cH:25][cH:26][n:27][cH:28][cH:29]1>>[CH3:1][C:2]([O:3][CH2:22][c:19]1[s:18][c:17]([CH2:16][NH:15][C:13]([O:12][C:8]([CH3:9])([CH3:10])[CH3:11])=[O:14])[n:21][cH:20]1)=[O:4].